This data is from the Open Reaction Database (ORD), a public repository of structured organic reaction records. The task is: describe an organic reaction: reactants, conditions, products, and yield The reactants are [Al+3], C1CCOC1, [H-], [H-], [H-], [H-], [Li+], O=NN1CCCc2ccccc21. The product is NN1CCCc2ccccc21. Reaction SMILES: [Al+3:14].[CH2:19]1[O:20][CH2:21][CH2:22][CH2:23]1.[H-:13].[H-:16].[H-:17].[H-:18].[Li+:15].[N:1](=[O:2])[N:3]1[CH2:4][CH2:5][CH2:6][c:7]2[cH:8][cH:9][cH:10][cH:11][c:12]21>>[NH2:1][N:3]1[CH2:4][CH2:5][CH2:6][c:7]2[cH:8][cH:9][cH:10][cH:11][c:12]21. Starting materials: BrC1=C(C2=C(C(OC2)=O)C=C1)F (5-bromo-4-fluoro-2-benzofuran-1(3H)-one), C(C=C)[Sn](CCCC)(CCCC)CCCC (allyl tri-n-butyltin), [Cl-].[Li+] (lithium chloride). Reagents/catalysts: C=1C=CC(=CC1)[P](C=2C=CC=CC2)(C=3C=CC=CC3)[Pd]([P](C=4C=CC=CC4)(C=5C=CC=CC5)C=6C=CC=CC6)([P](C=7C=CC=CC7)(C=8C=CC=CC8)C=9C=CC=CC9)[P](C=1C=CC=CC1)(C=1C=CC=CC1)C=1C=CC=CC1 (palladium tetrakis). Run in C1(=CC=CC=C1)C (toluene). The product is C(C=C)C1=C(C2=C(C(OC2)=O)C=C1)F (5-allyl-4-fluoro-2-benzofuran-1(3H)-one). Reaction SMILES: Br[C:2]1[CH:11]=[CH:10][C:5]2[C:6](=[O:9])[O:7][CH2:8][C:4]=2[C:3]=1[F:12].[CH2:13]([Sn](CCCC)(CCCC)CCCC)[CH:14]=[CH2:15].[Cl-].[Li+]>C1C=CC([P]([Pd]([P](C2C=CC=CC=2)(C2C=CC=CC=2)C2C=CC=CC=2)([P](C2C=CC=CC=2)(C2C=CC=CC=2)C2C=CC=CC=2)[P](C2C=CC=CC=2)(C2C=CC=CC=2)C2C=CC=CC=2)(C2C=CC=CC=2)C2C=CC=CC=2)=CC=1.C1(C)C=CC=CC=1>[CH2:15]([C:2]1[CH:11]=[CH:10][C:5]2[C:6](=[O:9])[O:7][CH2:8][C:4]=2[C:3]=1[F:12])[CH:14]=[CH2:13] |f:2.3,^1:34,36,55,74|. Procedure: To a flask charged with 5-bromo-4-fluoro-2-benzofuran-1(3H)-one (52 mg, 0.22 mmol) and a stir bar was added allyl tri-n-butyltin (0.10 mL, 0.34 mmol), palladium tetrakis (39 mg, 0.034 mmol), lithium chloride (29 mg, 0.68 mmol), and toluene (5 mL). The mixture was purged three times with nitrogen, and heated to reflux for 4 hours. LC showed formation of the desired product, which was purified by silica gel chromatography to deliver 5-allyl-4-fluoro-2-benzofuran-1(3H)-one. LC-MS (IE, m/z): 193 [M+... The reactants are Cl.N1CCC(CC1)OC=1C=C2C=CN=CC2=CC1 (6-(Piperidin-4-yloxy)-isoquinoline hydrochloride), ClC1=NC=CC(=N1)C(F)(F)F (2-Chlor-4-trifluoromethyl-pyrimidine). Solvent: N1=CC=CC=C1 (pyridine), CN(C)C=O (DMF). Run at temperature 60 celsius, time 3 hour. Yields the product Cl.FC(C1=NC(=NC=C1)N1CCC(CC1)OC=1C=C2C=CN=CC2=CC1)(F)F (6-[1-(4-Trifluoromethyl-pyrimidin-2-yl)-piperidin-4-yloxy]-isoquinoline hydrochloride). Reaction SMILES: Cl.[NH:2]1[CH2:7][CH2:6][CH:5]([O:8][C:9]2[CH:10]=[C:11]3[C:16](=[CH:17][CH:18]=2)[CH:15]=[N:14][CH:13]=[CH:12]3)[CH2:4][CH2:3]1.[Cl:19][C:20]1[N:25]=[C:24]([C:26]([F:29])([F:28])[F:27])[CH:23]=[CH:22][N:21]=1>N1C=CC=CC=1.CN(C=O)C>[ClH:19].[F:27][C:26]([F:29])([F:28])[C:24]1[CH:23]=[CH:22][N:21]=[C:20]([N:2]2[CH2:7][CH2:6][CH:5]([O:8][C:9]3[CH:10]=[C:11]4[C:16](=[CH:17][CH:18]=3)[CH:15]=[N:14][CH:13]=[CH:12]4)[CH2:4][CH2:3]2)[N:25]=1 |f:0.1,5.6|. Procedure details: 75 mg of 6-(Piperidine-4-yloxy)-isoquinoline-Hydrochloride (124) are dissolved in 5 mL of dry pyridine and 5 mL of DMF. 55 mg 2-Chlor-4-trifluoromethyl-pyrimidine are added and the solution is stirred at 60° C. for 3 hours. The solvents are removed in vacuo and the residue is taken up in brine and extracted three times with ethyl acetate. The combined organic layers are dried over magnesium sulfate, evaporated to dryness and the crude product is purified by preparative HPLC. The product is conve... Starting materials: CCOC(=O)C1CC(CCO)CCN1C(=O)OC(C)(C)C, ClCCl, O=[Cr](=O)([O-])Cl, c1cc[nH+]cc1. Yields the product CCOC(=O)C1CC(CC=O)CCN1C(=O)OC(C)(C)C. Reaction SMILES: [C:1]([CH3:2])([CH3:3])([CH3:4])[O:5][C:6](=[O:7])[N:8]1[CH:9]([C:17](=[O:18])[O:19][CH2:20][CH3:21])[CH2:10][CH:11]([CH2:14][CH2:15][OH:16])[CH2:12][CH2:13]1.[CH2:33]([Cl:34])[Cl:35].[O:22]=[Cr:23]([Cl:24])([O-:25])=[O:26].[nH+:27]1[cH:28][cH:29][cH:30][cH:31][cH:32]1>>[C:1]([CH3:2])([CH3:3])([CH3:4])[O:5][C:6](=[O:7])[N:8]1[CH:9]([C:17](=[O:18])[O:19][CH2:20][CH3:21])[CH2:10][CH:11]([CH2:14][CH:15]=[O:16])[CH2:12][CH2:13]1. Starting materials: N1N=C(C=C1)B(O)O (1H-pyrazol-3-ylboronic acid), BrC1=CC=C(C=C1)NC(=O)N1CC2=CC=CC=C2C1 (N-(4-bromophenyl)isoindoline-2-carboxamide), BrC=1C=C2CN(CC2=CC1)C(=O)NC1=CC=C(C=C1)C(NCCC)=O (5-bromo-N-(4-(propylcarbamoyl)phenyl)isoindoline-2-carboxamide). Yields the product C(CC)N1N=CC(=C1)C1=CC=C(C=C1)NC(=O)N1CC2=CC=CC=C2C1 (N-[4-(1-propyl-1H-pyrazol-4-yl)phenyl]-1,3-dihydro-2H-isoindole-2-carboxamide). Reaction SMILES: [NH:1]1[CH:5]=[CH:4][C:3](B(O)O)=[N:2]1.Br[C:10]1[CH:15]=[CH:14][C:13]([NH:16][C:17]([N:19]2[CH2:27][C:26]3[C:21](=[CH:22][CH:23]=[CH:24][CH:25]=3)[CH2:20]2)=[O:18])=[CH:12][CH:11]=1.Br[C:29]1[CH:30]=C2C(=C[CH:37]=1)CN(C(NC1C=CC(C(=O)NCCC)=CC=1)=O)C2>>[CH2:37]([N:1]1[CH:5]=[C:4]([C:10]2[CH:15]=[CH:14][C:13]([NH:16][C:17]([N:19]3[CH2:27][C:26]4[C:21](=[CH:22][CH:23]=[CH:24][CH:25]=4)[CH2:20]3)=[O:18])=[CH:12][CH:11]=2)[CH:3]=[N:2]1)[CH2:29][CH3:30]. Procedure details: The title compound was prepared as described in Example 280, substituting 1-propyl-4-(4,4,5,5-tetramethyl-1,3,2-dioxaborolan-2-yl)-1H-pyrazole for 1H-pyrazol-3-ylboronic acid and N-(4-bromophenyl)isoindoline-2-carboxamide for 5-bromo-N-(4-(propylcarbamoyl)phenyl)isoindoline-2-carboxamide. 1H NMR (300 MHz, DMSO-d6) δ ppm 0.85 (t, J=7.3 Hz, 3H), 1.69-1.93 (m, 2H), 4.05 (t, J=6.9 Hz, 2H), 4.77 (s, 4H), 7.26-7.40 (m, 4H), 7.42-7.49 (m, 2H), 7.52-7.61 (m, 2H), 7.79 (s, 1H), 8.07 (s, 1H), 8.33 (s, 1H)... The reactants are N#CCc1ccccc1, C1CCOC1, C[Si](C)(C)[N-][Si](C)(C)C, ClCCN(Cc1ccccc1)Cc1ccccc1, Cl, [Li+]. Product: N#CC(CCN(Cc1ccccc1)Cc1ccccc1)c1ccccc1. As a reaction SMILES: [CH2:1]([c:2]1[cH:3][cH:4][cH:5][cH:6][cH:7]1)[C:8]#[N:9].[CH2:39]1[O:40][CH2:41][CH2:42][CH2:43]1.[CH3:10][Si:11]([N-:12][Si:13]([CH3:14])([CH3:15])[CH3:16])([CH3:17])[CH3:18].[Cl:21][CH2:22][CH2:23][N:24]([CH2:25][c:26]1[cH:27][cH:28][cH:29][cH:30][cH:31]1)[CH2:32][c:33]1[cH:34][cH:35][cH:36][cH:37][cH:38]1.[ClH:20].[Li+:19]>>[CH:1]([c:2]1[cH:3][cH:4][cH:5][cH:6][cH:7]1)([C:8]#[N:9])[CH2:22][CH2:23][N:24]([CH2:25][c:26]1[cH:27][cH:28][cH:29][cH:30][cH:31]1)[CH2:32][c:33]1[cH:34][cH:35][cH:36][cH:37][cH:38]1. The reactants are FC1=CC2=C(C(=NO2)C2CCN(CC2)CCC2=C(N=C3N(C2=O)CCCC3OCCCCCC(=O)N3CCN(CC3)C(=O)OC(C)(C)C)C)C=C1 (tert-butyl 4-(6-((3-(2-(4-(6-fluorobenzo[d]isoxazol-3-yl)piperidin-1-yl)ethyl)-2-methyl-4-oxo-6,7,8,9-tetrahydro-4H-pyrido[1,2-a]pyrimidin-9-yl)oxy)hexanoyl)piperazine-1-carboxylate), FC(C(=O)O)(F)F (trifluoroacetic acid), C([O-])(O)=O.[Na+] (sodium bicarbonate). Run in ClCCl (dichloromethane). Run at time 72 hour. The product is FC1=CC2=C(C(=NO2)C2CCN(CC2)CCC2=C(N=C3N(C2=O)CCCC3OCCCCCC(N3CCNCC3)=O)C)C=C1 (3-(2-(4-(6-fluorobenzo[d]isoxazol-3-yl)piperidin-1-yl)ethyl)-2-methyl-9-((6-oxo-6-(piperazin-1-yl)hexyl)oxy)-6,7,8,9-tetrahydro-4H-pyrido[1,2-a]pyrimidin-4-one). Reaction SMILES: [F:1][C:2]1[CH:51]=[CH:50][C:5]2[C:6]([CH:9]3[CH2:14][CH2:13][N:12]([CH2:15][CH2:16][C:17]4[C:22](=[O:23])[N:21]5[CH2:24][CH2:25][CH2:26][CH:27]([O:28][CH2:29][CH2:30][CH2:31][CH2:32][CH2:33][C:34]([N:36]6[CH2:41][CH2:40][N:39](C(OC(C)(C)C)=O)[CH2:38][CH2:37]6)=[O:35])[C:20]5=[N:19][C:18]=4[CH3:49])[CH2:11][CH2:10]3)=[N:7][O:8][C:4]=2[CH:3]=1.FC(F)(F)C(O)=O.C(=O)(O)[O-].[Na+]>ClCCl>[F:1][C:2]1[CH:51]=[CH:50][C:5]2[C:6]([CH:9]3[CH2:10][CH2:11][N:12]([CH2:15][CH2:16][C:17]4[C:22](=[O:23])[N:21]5[CH2:24][CH2:25][CH2:26][CH:27]([O:28][CH2:29][CH2:30][CH2:31][CH2:32][CH2:33][C:34](=[O:35])[N:36]6[CH2:41][CH2:40][NH:39][CH2:38][CH2:37]6)[C:20]5=[N:19][C:18]=4[CH3:49])[CH2:13][CH2:14]3)=[N:7][O:8][C:4]=2[CH:3]=1 |f:2.3|. Reported procedure: A solution of tert-butyl 4-(6-((3-(2-(4-(6-fluorobenzo[d]isoxazol-3-yl)piperidin-1-yl)ethyl)-2-methyl-4-oxo-6,7,8,9-tetrahydro-4H-pyrido[1,2-a]pyrimidin-9-yl)oxy)hexanoyl)piperazine-1-carboxylate, prepared as described in Step A, (408 mg, 0.58 mmol) in dichloromethane (5 mL), under argon, was treated with trifluoroacetic acid (435.62 μL, 5.8 mmol). After stirring for 72 h at room temperature, the reaction mixture was poured into an aqueous saturated sodium bicarbonate solution (5 mL), and the aq... Reactants: CC#N, [Ca+2], O=C(Cl)OCc1ccccc1, O=C(O)CCC1CCNCC1, [OH-], [OH-], O. Yields the product [Ca], O=C(O)CCC1CCN(C(=O)OCc2ccccc2)CC1. RXN SMILES: [CH3:15][C:16]#[N:17].[Ca+2:13].[Cl:18][C:19](=[O:20])[O:21][CH2:22][c:23]1[cH:24][cH:25][cH:26][cH:27][cH:28]1.[NH:1]1[CH2:2][CH2:3][CH:4]([CH2:7][CH2:8][C:9](=[O:10])[OH:11])[CH2:5][CH2:6]1.[OH-:12].[OH-:14].[OH2:29]>>[Ca:13].[N:1]1([C:19](=[O:20])[O:21][CH2:22][c:23]2[cH:24][cH:25][cH:26][cH:27][cH:28]2)[CH2:2][CH2:3][CH:4]([CH2:7][CH2:8][C:9](=[O:10])[OH:11])[CH2:5][CH2:6]1. The reactants are [N+](=O)([O-])C=1C=C(C=CC1)C(N[C@@H](C)C1=CC(=CC=C1)F)C1=CC=C(C=C1)OC (N-[(3-nitrophenyl)-(4-methoxyphenyl)methyl]-N-[(S)-1-(3-fluorophenyl)ethyl]amine), [BH4-].[Na+] (sodium borohydride), CO (methanol). Reagents/catalysts: O.O.O.O.O.O.[Ni](Cl)Cl (nickel chloride hexahydrate). The product is COC=1C=C(C=CC1)C(C=1C=C(C=CC1)N)N[C@@H](C)C1=CC(=CC=C1)F (3-{(3-methoxyphenyl)-[(S)-1-(3-fluorophenyl)ethylamino]methyl}phenylamine). Reaction SMILES: [N+:1]([C:4]1[CH:5]=[C:6]([CH:10]([C:21]2[CH:26]=[CH:25][C:24](OC)=[CH:23][CH:22]=2)[NH:11][C@H:12]([C:14]2[CH:19]=[CH:18][CH:17]=[C:16]([F:20])[CH:15]=2)[CH3:13])[CH:7]=[CH:8][CH:9]=1)([O-])=O.[BH4-].[Na+].[CH3:31][OH:32]>O.O.O.O.O.O.[Ni](Cl)Cl>[CH3:31][O:32][C:23]1[CH:22]=[C:21]([CH:10]([NH:11][C@H:12]([C:14]2[CH:19]=[CH:18][CH:17]=[C:16]([F:20])[CH:15]=2)[CH3:13])[C:6]2[CH:5]=[C:4]([NH2:1])[CH:9]=[CH:8][CH:7]=2)[CH:26]=[CH:25][CH:24]=1 |f:1.2,4.5.6.7.8.9.10|. Procedure details: In a similar manner to that described in Example (1b), a solution of N-[(3-nitrophenyl)-(4-methoxyphenyl)methyl]-N-[(S)-1-(3-fluorophenyl)ethyl]amine (2.79 g) [prepared as described in step (a) above] in methanol (50 ml), nickel chloride hexahydrate (3 .49 g) and sodium borohydride (1.17 g) were reacted, and the residue was purified by chromatography through a silica gel column, using mixtures of toluene and ethyl acetate ranging from 8:1 to 5:1 by volume as the eluant, and reverse phase chromat...